This data is from the Open Reaction Database (ORD), a public repository of structured organic reaction records. The task is: describe an organic reaction: reactants, conditions, products, and yield Reactants: [F-].C(CCC)[N+](CCCC)(CCCC)CCCC (tetrabutylammonium fluoride), O (water), FC(F)(F)[Si](C)(C)C (trifluoromethyltrimethylsilane), C[Si](OC1=CC=C(C=C1)C(=O)C1=CC=C(C=C1)Br)(C)C (4-trimethylsilyloxyphenyl-(4-bromo-phenyl)-methanone). Run in C1CCOC1 (THF), C1CCOC1 (THF). Conditions: temperature 0 celsius, time 30 minute. The product is BrC1=CC=C(C=C1)C(C(F)(F)F)(O)C1=CC=C(C=C1)O ((RS)-4-[1-(4-bromophenyl)-2,2,2-trifluoro-1-hydroxyl-ethyl]-phenol). Reaction SMILES: [F:1][C:2]([Si](C)(C)C)([F:4])[F:3].C[Si](C)(C)[O:11][C:12]1[CH:17]=[CH:16][C:15]([C:18]([C:20]2[CH:25]=[CH:24][C:23]([Br:26])=[CH:22][CH:21]=2)=[O:19])=[CH:14][CH:13]=1.[F-].C([N+](CCCC)(CCCC)CCCC)CCC.O>C1COCC1>[Br:26][C:23]1[CH:24]=[CH:25][C:20]([C:18]([C:15]2[CH:16]=[CH:17][C:12]([OH:11])=[CH:13][CH:14]=2)([OH:19])[C:2]([F:4])([F:3])[F:1])=[CH:21][CH:22]=1 |f:2.3|. Procedure: Ed) 4 ml of trifluoromethyltrimethylsilane are added to a a solution of 3.1 g of 4-trimethylsilyloxyphenyl-(4-bromo-phenyl)-methanone in 60 ml of THF at 0° C. under argon. After stirring at 0° C. for 30 min. 69.3 ml of 1M tetrabutylammonium fluoride solution in THF are added dropwise. The reaction mixture is warmed to room temperature and stirred, subsequently treated with 40 ml of water, again stirred and then extracted with methylene chloride. The extracts are washed with saturated sodium chlo... Reactants: Cl.CO[C@@H]1CNCC[C@@H]1NC(OCC1=CC=CC=C1)=O (benzyl cis(±)-[3-methoxypiperidin-4-yl]carbamate hydrochloride), C([O-])([O-])=O.[Cs+].[Cs+] (cesium carbonate), ClC=1C=C(C(=NC1)C)C(=O)OC (methyl 5-chloro-2-methylpyridine-3-carboxylate), C=1C=CC(=CC1)P(C=2C=CC=CC2)C3=CC=C4C=CC=CC4=C3C5=C6C=CC=CC6=CC=C5P(C=7C=CC=CC7)C=8C=CC=CC8 (BINAP). The reagents and catalysts are C(C)(=O)[O-].[Pd+2].C(C)(=O)[O-] (palladium acetate). Product: C(C1=CC=CC=C1)OC(=O)N[C@@H]1[C@@H](CN(CC1)C=1C=C(C(=NC1)C)C(=O)OC)OC (Methyl cis(±)-5-(4-{[(benzyloxy)carbonyl]amino}-3-methoxypiperidin-1-yl)-2-methylpyridine-3-carboxylate). Yield: 86.4%. RXN SMILES: Cl.[CH3:2][O:3][C@H:4]1[C@@H:9]([NH:10][C:11](=[O:20])[O:12][CH2:13][C:14]2[CH:19]=[CH:18][CH:17]=[CH:16][CH:15]=2)[CH2:8][CH2:7][NH:6][CH2:5]1.Cl[C:22]1[CH:23]=[C:24]([C:29]([O:31][CH3:32])=[O:30])[C:25]([CH3:28])=[N:26][CH:27]=1.C1C=CC(P(C2C(C3C(P(C4C=CC=CC=4)C4C=CC=CC=4)=CC=C4C=3C=CC=C4)=C3C(C=CC=C3)=CC=2)C2C=CC=CC=2)=CC=1.C(=O)([O-])[O-].[Cs+].[Cs+]>C([O-])(=O)C.[Pd+2].C([O-])(=O)C>[CH2:13]([O:12][C:11]([NH:10][C@H:9]1[CH2:8][CH2:7][N:6]([C:22]2[CH:23]=[C:24]([C:29]([O:31][CH3:32])=[O:30])[C:25]([CH3:28])=[N:26][CH:27]=2)[CH2:5][C@H:4]1[O:3][CH3:2])=[O:20])[C:14]1[CH:19]=[CH:18][CH:17]=[CH:16][CH:15]=1 |f:0.1,4.5.6,7.8.9|. Reported procedure: The same operation as in Example (42a) was performed using benzyl cis(±)-[3-methoxypiperidin-4-yl]carbamate hydrochloride obtained in Example (160a) (190 mg, 0.63 mmol), methyl 5-chloro-2-methylpyridine-3-carboxylate (117 mg, 0.63 mmol), palladium acetate (14.2 mg, 0.06 mmol), BINAP (78.6 mg, 0.13 mmol) and cesium carbonate (617 mg, 1.89 mmol), to obtain 225 mg of the title compound as a brown oily substance (86%). The reactants are C(C)S(=O)C=1C=C(C=O)C=C(C1)OCC ((±)-3-ethanesulfinyl-5-ethoxy-benzaldehyde), OO (hydrogen peroxide), O (water), solution, [OH-].[Na+] (NaOH). Run in C(C)(=O)O (acetic acid). Run at time 18 hour. The product is C(C)S(=O)(=O)C=1C=C(C=O)C=C(C1)OCC (3-Ethanesulfonyl-5-ethoxy-benzaldehyde). The yield is 22.0%. RXN SMILES: [CH2:1]([S:3]([C:5]1[CH:6]=[C:7]([CH:10]=[C:11]([O:13][CH2:14][CH3:15])[CH:12]=1)[CH:8]=[O:9])=[O:4])[CH3:2].[OH:16]O.O.[OH-].[Na+]>C(O)(=O)C>[CH2:1]([S:3]([C:5]1[CH:6]=[C:7]([CH:10]=[C:11]([O:13][CH2:14][CH3:15])[CH:12]=1)[CH:8]=[O:9])(=[O:16])=[O:4])[CH3:2] |f:3.4|. Reported procedure: To a solution of (±)-3-ethanesulfinyl-5-ethoxy-benzaldehyde (0.39 g, 1.72 mmol, 1.0 equiv) in conc. acetic acid (10 mL) was added a solution of 35% hydrogen peroxide in water (0.60 mL, 0.67 g, 6.89 mmol, 4.0 equiv). After stirring the reaction mixture for 18 h at rt, the pH was adjusted to 10 by addition of a 1 M solution of NaOH, extracted with ethyl acetate (3×50 mL) and the combined organic phases dried over MgSO4. The organic solvent was removed by evaporation under reduced pressure and the ... Starting materials: O (water), COC(=O)C=1C(NC=2C=C3C(=CC2C1CCl)OCCO3)=O (9-chloromethyl-7-oxo-2,3,6,7-tetrahydro[1,4]dioxino[2,3-g]quinoline-8-carboxylic acid methyl ester), P(=O)(Cl)(Cl)Cl (phosphorus oxychloride), ice water. Run at time 1.5 hour. Product: COC(=O)C=1C(=NC=2C=C3C(=CC2C1CCl)OCCO3)Cl (7-chloro-9-chloromethyl-2,3-dihydro[1,4]dioxino[2,3-g]quinoline-8-carboxylic acid methyl ester). Reaction SMILES: O.[CH3:2][O:3][C:4]([C:6]1[C:7](=O)[NH:8][C:9]2[CH:10]=[C:11]3[O:21][CH2:20][CH2:19][O:18][C:12]3=[CH:13][C:14]=2[C:15]=1[CH2:16][Cl:17])=[O:5].P(Cl)(Cl)([Cl:25])=O>>[CH3:2][O:3][C:4]([C:6]1[C:7]([Cl:25])=[N:8][C:9]2[CH:10]=[C:11]3[O:21][CH2:20][CH2:19][O:18][C:12]3=[CH:13][C:14]=2[C:15]=1[CH2:16][Cl:17])=[O:5]. Procedure details: A 4-necked 5-L round-bottom flask is equipped with a mechanical stirrer and water-cooled condenser. Under nitrogen, the flask is charged with 9-chloromethyl-7-oxo-2,3,6,7-tetrahydro[1,4]dioxino[2,3-g]quinoline-8-carboxylic acid methyl ester (360 g, 1.16 mol), prepared as in example 13b, as a suspension in phosphorus oxychloride (1.8 kg). The mixture is heated to reflux generating a black solution. After being heated at reflux for 20 h, the reaction mixture is allowed to cool to ambient temperatu... Reaction SMILES: [CH2:18]1[O:19][CH2:20][CH2:21][CH2:22]1.[CH3:2][C:3]([CH3:4])([O-:5])[CH3:6].[Cl:8][c:9]1[c:10]([N+:15](=[O:16])[O-:17])[cH:11][n:12][cH:13][cH:14]1.[K+:7].[NH3:1]>>[OH:5][c:13]1[n:12][cH:11][c:10]([N+:15](=[O:16])[O-:17])[c:9]([Cl:8])[cH:14]1. Reactants: C1CCOC1, CC(C)(C)[O-], O=[N+]([O-])c1cnccc1Cl, [K+], N. The product is O=[N+]([O-])c1cnc(O)cc1Cl. The reactants are OC1=C(C=C(C=C1)Cl)NC(CC(CC(=O)O)C1=CC=C(C=C1)Cl)=O (N-(2-hydroxy-5-chlorophenyl)-3-(4-chlorophenyl)glutaramic acid), Cl (HCl). The solvent is C(C)OCC (diethyl ether). Reaction conditions: time 1 hour. Yields the product ClC=1C=CC2=C(N=C(O2)CC(CC(=O)O)C2=CC=C(C=C2)Cl)C1 (4-(5-chloro-2-benzoxazolyl)-3-(4-chlorophenyl)butanoic acid). The yield is 11.2%. Reaction SMILES: O[C:2]1[CH:7]=[CH:6][C:5]([Cl:8])=[CH:4][C:3]=1[NH:9][C:10](=[O:24])[CH2:11][CH:12]([C:17]1[CH:22]=[CH:21][C:20]([Cl:23])=[CH:19][CH:18]=1)[CH2:13][C:14]([OH:16])=[O:15].Cl>C(OCC)C>[Cl:8][C:5]1[CH:6]=[CH:7][C:2]2[O:24][C:10]([CH2:11][CH:12]([C:17]3[CH:18]=[CH:19][C:20]([Cl:23])=[CH:21][CH:22]=3)[CH2:13][C:14]([OH:16])=[O:15])=[N:9][C:3]=2[CH:4]=1. Procedure: Neat N-(2-hydroxy-5-chlorophenyl)-3-(4-chlorophenyl)glutaramic acid (1.5 g) was kept under vacuum (membrane pump) and placed in a preheated (230° C.) oil bath. The resulting melt was stirred at this temperature under vacuum for 1 h. The melt was cooled and close to the point of solidification diethyl ether was added to give a cloudy solution. The traces of solid were removed by filtration and the filtrate was shaken with 20% NaOH solution (20 ml). The sodium salt of the product separates as ethe... As a reaction SMILES: [Br:8][CH2:9][CH2:10][CH2:11][CH2:12][CH2:13][CH2:14][CH2:15][CH2:16][CH2:17][CH2:18][CH2:19][OH:20].[CH3:1][O:2][C:3](=[O:4])[C:5]([CH3:6])=[CH2:7].[CH3:22][CH:23]([CH3:24])[O-:25].[CH3:26][CH:27]([CH3:28])[O-:29].[CH3:30][CH:31]([CH3:32])[O-:33].[CH3:34][CH:35]([CH3:36])[O-:37].[OH2:21].[Ti+4:38]>>[CH2:1]([O:2][C:3](=[O:4])[C:5]([CH3:6])=[CH2:7])[CH2:18][CH2:17][CH2:16][CH2:15][CH2:14][CH2:13][CH2:12][CH2:11][CH2:10][CH2:9][Br:8]. Starting materials: OCCCCCCCCCCCBr, C=C(C)C(=O)OC, CC(C)[O-], CC(C)[O-], CC(C)[O-], CC(C)[O-], O, [Ti+4]. Product: C=C(C)C(=O)OCCCCCCCCCCCBr. Starting materials: C(#N)CP(OCC)(OCC)=O (diethyl cyanomethylphosphonate), C(C)(=O)O (acetic acid), [Na] (sodium), COC[C@H]1CN(C(O1)=O)C1=CC=C(C=C1)C1CCC(CC1)=O ((R)-5-methoxymethyl-3-[4-(4-oxo-cyclohexyl)-phenyl]-oxazolidin-2-one). Solvent: C(C)O (ethanol), C(C)O (ethanol). Conditions: time 30 minute. Product: COC[C@H]1CN(C(O1)=O)C1=CC=C(C=C1)C1CCC(CC1)=CC#N (4-[4-[(R)-5-Methoxymethyl-2-oxo-oxazolidin-3-yl]-phenyl]-cyclohexylidene-acetonitrile). Yield: 83.3%. As a reaction SMILES: [Na].[C:2]([CH2:4]P(=O)(OCC)OCC)#[N:3].[CH3:13][O:14][CH2:15][C@@H:16]1[O:20][C:19](=[O:21])[N:18]([C:22]2[CH:27]=[CH:26][C:25]([CH:28]3[CH2:33][CH2:32][C:31](=O)[CH2:30][CH2:29]3)=[CH:24][CH:23]=2)[CH2:17]1.C(O)(=O)C>C(O)C>[CH3:13][O:14][CH2:15][C@@H:16]1[O:20][C:19](=[O:21])[N:18]([C:22]2[CH:27]=[CH:26][C:25]([CH:28]3[CH2:29][CH2:30][C:31](=[CH:4][C:2]#[N:3])[CH2:32][CH2:33]3)=[CH:24][CH:23]=2)[CH2:17]1 |^1:0|. Procedure details: 0.66 g of sodium were dissolved in 70 ml of ethanol under argon. Thereafter, 5.08 g (=4.51 ml) of diethyl cyanomethylphosphonate dissolved in 20 ml of ethanol were added at 20°. The mixture was stirred at room temperature for 30 minutes and then 2.9 g of (R)-5-methoxymethyl-3-[4-(4-oxo-cyclohexyl)-phenyl]-oxazolidin-2-one were added. Thereafter, the reaction mixture was stirred at reflux for a further 1 hour, cooled to room temperature, adjusted to pH 6 with about 1 ml of glacial acetic acid and...